Dataset: the Open Reaction Database (ORD), a public repository of structured organic reaction records. Task: describe an organic reaction: reactants, conditions, products, and yield Conditions: temperature 160 celsius. The product is C1(=CC=CC=C1)N1C(CC2=CC=CC=C12)=O (1-phenyl-1H-indol-2-one). Reaction SMILES: [C:1]1([N:7]2[C:15]3[C:10](=[CH:11][CH:12]=[CH:13][CH:14]=3)[C:9](=O)[C:8]2=[O:17])[CH:6]=[CH:5][CH:4]=[CH:3][CH:2]=1.[OH-].[K+].O.NN.Cl>C(O)CO.O>[C:1]1([N:7]2[C:15]3[C:10](=[CH:11][CH:12]=[CH:13][CH:14]=3)[CH2:9][C:8]2=[O:17])[CH:2]=[CH:3][CH:4]=[CH:5][CH:6]=1 |f:1.2,3.4|. Procedure details: To a solution of commercially available 1-phenyl-1H-indole-2,3-dione (10.10 g, 45.7 mmol) in ethylene glycol (125 mL) is added powdered potassium hydroxide (7.4 g, 112 mmol), hydrazine hydrate (16.35 mL) and water (4 mL). The reaction is heated to 160° C. for 1.5 hr after which it is cooled to room temperature, made acidic with conc. hydrochloric acid, diluted with water and the resulting solids are collected by filtration. The solid is washed with water, dissolved in dichloromethane, dried and ... Yield: 89.9%. Solvent: C(CO)O (ethylene glycol), O (water), O (water). Reactants: C1(=CC=CC=C1)N1C(C(C2=CC=CC=C12)=O)=O (1-phenyl-1H-indole-2,3-dione), [OH-].[K+] (potassium hydroxide), O.NN (hydrazine hydrate), Cl (hydrochloric acid). Starting materials: C(CC(=O)OCC)(=O)OCC (Diethyl malonate), [H-].[Na+] (sodium hydride), FC1=C(C(=CC(=C1)OC)F)Br (2,6-difluoro-4-methoxybromobenzene), Cl (Hydrochloric acid). Reagents/catalysts: [Cu]Br (copper(I) bromide). Run in O1CCOCC1 (1,4-dioxane), O1CCOCC1 (1,4-dioxane). Reaction conditions: temperature 60 celsius, time 90 minute. Product: FC1=C(C(=CC(=C1)OC)F)C(C(=O)OCC)C(=O)OCC (diethyl 2,6-difluoro-4-methoxyphenylmalonate). Yield: 74.1%. As a reaction SMILES: [C:1]([O:9][CH2:10][CH3:11])(=[O:8])[CH2:2][C:3]([O:5][CH2:6][CH3:7])=[O:4].[H-].[Na+].[F:14][C:15]1[CH:20]=[C:19]([O:21][CH3:22])[CH:18]=[C:17]([F:23])[C:16]=1Br.Cl>[Cu]Br.O1CCOCC1>[F:14][C:15]1[CH:20]=[C:19]([O:21][CH3:22])[CH:18]=[C:17]([F:23])[C:16]=1[CH:2]([C:3]([O:5][CH2:6][CH3:7])=[O:4])[C:1]([O:9][CH2:10][CH3:11])=[O:8] |f:1.2|. Procedure details: Diethyl malonate (0.505 mol) is added to a mixture of sodium hydride (0.412 mol) and 1,4-dioxane (230 ml) at 40° C. within 3 hours. The mixture is stirred for 90 minutes at 60° C. and copper(I) bromide (0.402 mol) is added. A mixture of 2,6-difluoro-4-methoxybromobenzene (0.2 mol) and 1,4-dioxane (50 ml) is added. The reaction mixture is heated at 100° C. for 14 hours and cooled to 15° C. Hydrochloric acid (12N, 350 ml) is added slowly at 15 to 20° C. The organic phase is separated off and the a...